From a dataset of the Open Reaction Database (ORD), a public repository of structured organic reaction records. describe an organic reaction: reactants, conditions, products, and yield Reactants: N1[C@@H](CCC1)C(=O)N ((S)-pyrrolidine-2-carboxamide), CCN(C(C)C)C(C)C (iPr2NEt), ClC1=NC(=CC(=N1)C(=O)OC)Cl (methyl 2,6-dichloropyrimidine-4-carboxylate). Run in C(C)#N (acetonitrile). Run at temperature 50 celsius. Product: C(N)(=O)[C@H]1N(CCC1)C1=CC(=NC(=N1)Cl)C(=O)OC ((S)-methyl 6-(2-carbamoylpyrrolidin-1-yl)-2-chloropyrimidine-4-carboxylate). The yield is 23.6%. Reaction SMILES: [Cl:1][C:2]1[N:7]=[C:6]([C:8]([O:10][CH3:11])=[O:9])[CH:5]=[C:4](Cl)[N:3]=1.[NH:13]1[CH2:17][CH2:16][CH2:15][C@H:14]1[C:18]([NH2:20])=[O:19].CCN(C(C)C)C(C)C>C(#N)C>[C:18]([C@@H:14]1[CH2:15][CH2:16][CH2:17][N:13]1[C:4]1[N:3]=[C:2]([Cl:1])[N:7]=[C:6]([C:8]([O:10][CH3:11])=[O:9])[CH:5]=1)(=[O:19])[NH2:20]. Procedure details: To a mixture of methyl 2,6-dichloropyrimidine-4-carboxylate (2.074 g, 10.02 mmol) in acetonitrile (50 mL) was added (S)-pyrrolidine-2-carboxamide (1.150 g, 10.07 mmol) and iPr2NEt (1.92 mL, 11.02 mmol). The mixture was heated at 50° C. overnight and then filtered while still warm. The filter cake was washed with acetonitrile (1×10 mL) then dried under vacuum at 40° C. to give a first batch of (S)-methyl 6-(2-carbamoylpyrrolidin-1-yl)-2-chloropyrimidine-4-carboxylate as a tan solid (0.671 g, 2.36... The reactants are [N+](=O)([O-])C1=CC=C2C=CNC2=C1 (6-nitro-1H-indole), OC=1C=C(C#N)C=CC1 (3-hydroxybenzonitrile), ICI (diiodomethane), [H-].[Na+] (NaH). The solvent is CN(C)C=O (DMF), CN(C)C=O (DMF), CN(C)C=O (DMF), CN(C)C=O (DMF). Conditions: time 20 hour. The product is [N+](=O)([O-])C1=CC=C2C=CN(C2=C1)COC=1C=C(C#N)C=CC1 (3-((6-nitro-1H-indol-1-yl)methoxy)benzonitrile). The yield is 50.8%. RXN SMILES: [H-].[Na+].[N+:3]([C:6]1[CH:14]=[C:13]2[C:9]([CH:10]=[CH:11][NH:12]2)=[CH:8][CH:7]=1)([O-:5])=[O:4].[OH:15][C:16]1[CH:17]=[C:18]([CH:21]=[CH:22][CH:23]=1)[C:19]#[N:20].I[CH2:25]I>CN(C=O)C>[N+:3]([C:6]1[CH:14]=[C:13]2[C:9]([CH:10]=[CH:11][N:12]2[CH2:25][O:15][C:16]2[CH:17]=[C:18]([CH:21]=[CH:22][CH:23]=2)[C:19]#[N:20])=[CH:8][CH:7]=1)([O-:5])=[O:4] |f:0.1|. Procedure details: To a mixture of NaH (3.0 g, 75.0 mmol, 60%) in DMF (20 mL) were added a solution of 6-nitro-1H-indole (4.86 g, 30.0 mmol) in DMF (10 mL) and a solution of 3-hydroxybenzonitrile (3.57 g, 30.0 mmol) in DMF (10 mL) at 0° C. and the mixture was stirred at rt for 2 h. To the reaction mixture was added a solution of diiodomethane (7.5 mL, 90.0 mmol) in DMF (10 mL) slowly without light and the mixture was stirred at rt for 20 h. The mixture was then quenched with water and filtered. The filtrate was ex... Reactants: C(CCCC)[C@@H]1CC[C@H](CC1)CCCBr (3-(trans-4-pentylcyclohexyl)-1-propyl bromide), C1(O)=CC=C(O)C=C1 (hydroquinone), C([O-])([O-])=O.[K+].[K+] (potassium carbonate), CC(CC)=O (butanone). Solvent: O (water). Yields the product C(CCCC)[C@@H]1CC[C@H](CC1)CCCOC1=CC=C(C=C1)O (4-[3-(trans-4-pentylcyclohexyl)-1-propyloxy]phenol). The yield is 52.4%. RXN SMILES: [CH2:1]([C@H:6]1[CH2:11][CH2:10][C@H:9]([CH2:12][CH2:13][CH2:14]Br)[CH2:8][CH2:7]1)[CH2:2][CH2:3][CH2:4][CH3:5].[C:16]1([CH:23]=[CH:22][C:20]([OH:21])=[CH:19][CH:18]=1)[OH:17].C(=O)([O-])[O-].[K+].[K+].CC(=O)CC>O>[CH2:1]([C@H:6]1[CH2:11][CH2:10][C@H:9]([CH2:12][CH2:13][CH2:14][O:17][C:16]2[CH:23]=[CH:22][C:20]([OH:21])=[CH:19][CH:18]=2)[CH2:8][CH2:7]1)[CH2:2][CH2:3][CH2:4][CH3:5] |f:2.3.4|. Procedure: A mixture of 5.0 g of 3-(trans-4-pentylcyclohexyl)-1-propyl bromide, 10.0 g of hydroquinone, 10.0 g of anhydrous potassium carbonate and 250 ml of absolute butanone was heated under reflux overnight. Subsequently, the cooled reaction mixture was poured into water and extracted three times with 100 ml of dichloromethane each time. The combined organic phases were washed with 500 ml of water, dried over magnesium sulfate, filtered and concentrated. Chromatography of the residue on silica gel with ...